Dataset: the Open Reaction Database (ORD), a public repository of structured organic reaction records. Task: describe an organic reaction: reactants, conditions, products, and yield The reactants are [BH4-].[Na+] (sodium borohydride), [I-].C[N+]1=CC=C(C=C1)C=1OC2=C(C1)C=C(C=C2)Cl (1-methyl-4-(5-chloro-2-benzofuranyl)-pyridinium-iodide). The solvent is O (water), CO (methanol). Yields the product CN1CCC(=CC1)C=1OC2=C(C1)C=C(C=C2)Cl (1-methyl-4-(5-chloro-2-benzofuranyl)-1,2,3,6-tetrahydropyridine). RXN SMILES: [BH4-].[Na+].[I-].[CH3:4][N+:5]1[CH:10]=[CH:9][C:8]([C:11]2[O:12][C:13]3[CH:19]=[CH:18][C:17]([Cl:20])=[CH:16][C:14]=3[CH:15]=2)=[CH:7][CH:6]=1>O.CO>[CH3:4][N:5]1[CH2:6][CH:7]=[C:8]([C:11]2[O:12][C:13]3[CH:19]=[CH:18][C:17]([Cl:20])=[CH:16][C:14]=3[CH:15]=2)[CH2:9][CH2:10]1 |f:0.1,2.3|. Reported procedure: A solution of 70 g of sodium borohydride in 150 ml of water is added dropwise, with stirring and external cooling, to a solution of 70 g of 1-methyl-4-(5-chloro-2-benzofuranyl)-pyridinium-iodide in 500 ml of methanol, the manner of addition being such that the reaction temperature does not exceed 35°. The solution is subsequently stirred for 20 hours at room temperature. The methanol is thereupon evaporated off in vacuo; the aqueous phase remaining behind is extracted twice with 500 ml of chloro... The reactants are C=CCOc1ccc(N)cc1, CCOCC, Cl, O=N[O-], [Na+], [Na+], [Na+], [Na+], [OH-], O, O=S([O-])S(=O)[O-]. Product: C=CCOc1ccc(NN)cc1, Cl. Reaction SMILES: [CH2:2]([CH:3]=[CH2:4])[O:5][c:6]1[cH:7][cH:8][c:9]([NH2:10])[cH:11][cH:12]1.[CH3:28][CH2:29][O:30][CH2:31][CH3:32].[ClH:1].[N:13]([O-:14])=[O:15].[Na+:16].[Na+:23].[Na+:24].[Na+:26].[OH-:25].[OH2:27].[S:17]([S:18]([O-:19])=[O:20])([O-:21])=[O:22]>>[CH2:2]([CH:3]=[CH2:4])[O:5][c:6]1[cH:7][cH:8][c:9]([NH:10][NH2:13])[cH:11][cH:12]1.[ClH:1].